Dataset: the Open Reaction Database (ORD), a public repository of structured organic reaction records. Task: describe an organic reaction: reactants, conditions, products, and yield Yields the product C(CCC)[Sn](C1=CC2=CC=CC=C2C=C1)(CCCC)CCCC (2-tributylstannylnaphthalene). Reaction SMILES: [Li]CCCC.Br[C:7]1[CH:16]=[CH:15][C:14]2[C:9](=[CH:10][CH:11]=[CH:12][CH:13]=2)[CH:8]=1.[Sn:17](Cl)([CH2:26][CH2:27][CH2:28][CH3:29])([CH2:22][CH2:23][CH2:24][CH3:25])[CH2:18][CH2:19][CH2:20][CH3:21]>>[CH2:26]([Sn:17]([CH2:18][CH2:19][CH2:20][CH3:21])([CH2:22][CH2:23][CH2:24][CH3:25])[C:7]1[CH:16]=[CH:15][C:14]2[C:9](=[CH:10][CH:11]=[CH:12][CH:13]=2)[CH:8]=1)[CH2:27][CH2:28][CH3:29]. Reported procedure: 2.5 M of n-BuLi (1.9 mL/hexane, 4.83 mmol) was added to 2-bromonaphthalene (1 g, 4.83 mmol/THF (20 mL)) and reacted at −78° C. for 40 minutes under a dry and anaerobic operation condition to form a solution. SnBu3Cl (1.5 mL, 5.31 mmol) was then added to the solution and reacted at −78° C. for 1 hour. After returning to room temperature, the solution was continuously reacted for 8 hours. After the reaction was completed, the solution was extracted by ether (30 mL) and deionized water (50 mL). An ... The reactants are [Li]CCCC (n-BuLi), BrC1=CC2=CC=CC=C2C=C1 (2-bromonaphthalene), [Sn](CCCC)(CCCC)(CCCC)Cl (SnBu3Cl). Starting materials: Clc1ncc(Br)c(Cl)n1, CCCCO, CCN(C(C)C)C(C)C, Nc1ccccc1. The product is Clc1ncc(Br)c(Nc2ccccc2)n1. Reaction SMILES: [Br:1][c:2]1[c:3]([Cl:9])[n:4][c:5]([Cl:8])[n:6][cH:7]1.[CH2:26]([OH:27])[CH2:28][CH2:29][CH3:30].[CH:17]([N:18]([CH2:19][CH3:20])[CH:21]([CH3:22])[CH3:23])([CH3:24])[CH3:25].[NH2:10][c:11]1[cH:12][cH:13][cH:14][cH:15][cH:16]1>>[Br:1][c:2]1[c:3]([NH:10][c:11]2[cH:12][cH:13][cH:14][cH:15][cH:16]2)[n:4][c:5]([Cl:8])[n:6][cH:7]1. Reactants: N (ammonia), CCO (EtOH), BrC1=C(C(=CC(=C1)[N+](=O)[O-])[N+](=O)[O-])SC#N ((2-bromo-4,6-dinitro-phenyl)thiocyanate), Cl (HCl). The reagents and catalysts are [Fe] (Fe). The solvent is O (water). Conditions: time 20 minute. Yields the product BrC1=CC(=CC=2N=C(SC21)N)N (7-bromobenzothiazole-2,5-diamine). Isolated yield 93.2%. As a reaction SMILES: CCO.[Br:4][C:5]1[CH:10]=[C:9]([N+:11]([O-])=O)[CH:8]=[C:7]([N+:14]([O-])=O)[C:6]=1[S:17][C:18]#[N:19].Cl.N>[Fe].O>[Br:4][C:5]1[C:6]2[S:17][C:18]([NH2:19])=[N:14][C:7]=2[CH:8]=[C:9]([NH2:11])[CH:10]=1. Reported procedure: To a stirred mixture of EtOH (8.37 L) and water (8.37 L) at rt was added (2-bromo-4,6-dinitro-phenyl)thiocyanate (549 g, 1.81 mol) followed by addition of Fe powder (2.02 kg, 36.11 mol) and drop wise addition of HCl (12N, 527 mL) over 30 min. The resulting reaction mixture was stirred at rt for 20 min then heated to 80° C. for 45 min. After completion of the reaction (by TLC) the reaction mixture was cooled to rt and basified to pH 8-10 by addition of aqueous ammonia solution. The resulting solu... Reactants: N1C=C(C2=CC=CC=C12)CCC(=O)O (3-indolepropionic acid), CNC1=C(C=CC=C1)N (N-methyl-1,2-phenylenediamine). The solvent is C(Cl)(Cl)Cl (chloroform). Run at temperature 130 celsius. Product: N1C=C(C2=CC=CC=C12)CCC1=NC2=C(N1C)C=CC=C2 (2-(2-(1H-Indol-3-yl)ethyl)-1-methyl-1H-benzo[d]imidazole). RXN SMILES: [NH:1]1[C:9]2[C:4](=[CH:5][CH:6]=[CH:7][CH:8]=2)[C:3]([CH2:10][CH2:11][C:12](O)=O)=[CH:2]1.[CH3:15][NH:16][C:17]1[CH:22]=[CH:21][CH:20]=[CH:19][C:18]=1[NH2:23]>C(Cl)(Cl)Cl>[NH:1]1[C:9]2[C:4](=[CH:5][CH:6]=[CH:7][CH:8]=2)[C:3]([CH2:10][CH2:11][C:12]2[N:16]([CH3:15])[C:17]3[CH:22]=[CH:21][CH:20]=[CH:19][C:18]=3[N:23]=2)=[CH:2]1. Reported procedure: A mixture of 3-indolepropionic acid (2.85 g, 15 mmol) and N-methyl-1,2-phenylenediamine (611 mg, 5.0 mmol) was stirred at 130° C. for 5H, during which a dark brown viscous mass forms, which was dissolved in chloroform (100 ml). The organic solution was then washed with 10% strength Na2CO3 solution (2×30 ml) and water, dried over Na2SO4 and concentrated i. vac. and the residue was purified by flash chromatography with cyclohexane/EA (1:1). Yield: 863 mg (Ind-54, 63%), colourless solid